This data is from the Open Reaction Database (ORD), a public repository of structured organic reaction records. The task is: describe an organic reaction: reactants, conditions, products, and yield Starting materials: FC=1C=C(C=CC1C(=O)N1CCC(CC1)N1C2=C(O[C@H](C1=O)C)N=CC(=C2)F)C2=C(C=CC=C2)OCC(C(=O)OC(C)(C)C)(C)C (tert-butyl 3-{[3′-fluoro-4′-({4-[(3S)-7-fluoro-3-methyl-2-oxo-2,3-dihydro-1H-pyrido[2,3-b][1,4]oxazin-1-yl]piperidin-1-yl}carbonyl)biphenyl-2-yl]oxy}-2,2-dimethylpropanoate). The solvent is FC(C(=O)O)(F)F (trifluoroacetic acid). Product: FC=1C=C(C=CC1C(=O)N1CCC(CC1)N1C2=C(O[C@H](C1=O)C)N=CC(=C2)F)C2=C(C=CC=C2)OCC(C(=O)O)(C)C (3-{[3′-fluoro-4′-({4-[(3S)-7-fluoro-3-methyl-2-oxo-2,3-dihydro-1H-pyrido[2,3-b][1,4]oxazin-1-yl]piperidin-1-yl}carbonyl)biphenyl-2-yl]oxy}-2,2-dimethylpropanoic acid). The yield is 77.9%. RXN SMILES: [F:1][C:2]1[CH:3]=[C:4]([C:29]2[CH:34]=[CH:33][CH:32]=[CH:31][C:30]=2[O:35][CH2:36][C:37]([CH3:46])([CH3:45])[C:38]([O:40]C(C)(C)C)=[O:39])[CH:5]=[CH:6][C:7]=1[C:8]([N:10]1[CH2:15][CH2:14][CH:13]([N:16]2[C:21](=[O:22])[C@H:20]([CH3:23])[O:19][C:18]3[N:24]=[CH:25][C:26]([F:28])=[CH:27][C:17]2=3)[CH2:12][CH2:11]1)=[O:9]>FC(F)(F)C(O)=O>[F:1][C:2]1[CH:3]=[C:4]([C:29]2[CH:34]=[CH:33][CH:32]=[CH:31][C:30]=2[O:35][CH2:36][C:37]([CH3:45])([CH3:46])[C:38]([OH:40])=[O:39])[CH:5]=[CH:6][C:7]=1[C:8]([N:10]1[CH2:15][CH2:14][CH:13]([N:16]2[C:21](=[O:22])[C@H:20]([CH3:23])[O:19][C:18]3[N:24]=[CH:25][C:26]([F:28])=[CH:27][C:17]2=3)[CH2:12][CH2:11]1)=[O:9]. Reported procedure: A trifluoroacetic acid solution (10 ml) of tert-butyl 3-{[3′-fluoro-4′-({4-[(3S)-7-fluoro-3-methyl-2-oxo-2,3-dihydro-1H-pyrido[2,3-b][1,4]oxazin-1-yl]piperidin-1-yl}carbonyl)biphenyl-2-yl]oxy}-2,2-dimethylpropanoate (940 mg) was stirred at room temperature for 1 hour. After the reaction solution was concentrated under reduced pressure, the resulting residue was neutralized with a saturated aqueous sodium hydrogen carbonate solution, and then a 10% aqueous citric acid solution was added, followed... Starting materials: CCOCC, CC(C)CCCC(C)C1CCC2C3=C(CCC21C)C1(C)CCC(=O)C=C1CC3, [Cl-], [I-], [Li]C, [NH4+]. Yields the product CC(C)CCCC(C)C1CCC2C3=C(CCC21C)C1(C)CCC(=O)CC1CC3. As a reaction SMILES: [CH3:34][CH2:35][O:36][CH2:37][CH3:38].[CH3:4][CH:5]([CH3:6])[CH2:7][CH2:8][CH2:9][CH:10]([CH3:11])[CH:12]1[CH2:13][CH2:14][CH:15]2[C:16]3=[C:26]([C:24]4([CH3:25])[C:19](=[CH:20][C:21](=[O:31])[CH2:22][CH2:23]4)[CH2:18][CH2:17]3)[CH2:27][CH2:28][C:29]12[CH3:30].[Cl-:32].[I-:3].[Li:1][CH3:2].[NH4+:33]>>[CH3:4][CH:5]([CH3:6])[CH2:7][CH2:8][CH2:9][CH:10]([CH3:11])[CH:12]1[CH2:13][CH2:14][CH:15]2[C:16]3=[C:26]([C:24]4([CH3:25])[CH:19]([CH2:18][CH2:17]3)[CH2:20][C:21](=[O:31])[CH2:22][CH2:23]4)[CH2:27][CH2:28][C:29]12[CH3:30]. Starting materials: ClC=1C=C(NC2=NC=NC3=CC(=C(C=C23)O)OC)C=CC1F (4-(3'-chloro-4'-fluoroanilino)-6-hydroxy-7-methoxyquinazoline), Cl.N1(CCCC1)CCCCl (3-(pyrrolidin-1-yl)propyl chloride hydrochloride), C([O-])([O-])=O.[K+].[K+] (potassium carbonate). Solvent: CN(C)C=O (DMF). Reaction conditions: temperature 80 celsius. Yields the product ClC=1C=C(NC2=NC=NC3=CC(=C(C=C23)OCCCN2CCCC2)OC)C=CC1F (4-(3'-chloro-4'-fluoroanilino)-7-methoxy-6-(3-pyrrolidin-1-ylpropoxy)quinazoline). The yield is 5.4%. Reaction SMILES: [Cl:1][C:2]1[CH:3]=[C:4]([CH:19]=[CH:20][C:21]=1[F:22])[NH:5][C:6]1[C:15]2[C:10](=[CH:11][C:12]([O:17][CH3:18])=[C:13]([OH:16])[CH:14]=2)[N:9]=[CH:8][N:7]=1.Cl.[N:24]1([CH2:29][CH2:30][CH2:31]Cl)[CH2:28][CH2:27][CH2:26][CH2:25]1.C(=O)([O-])[O-].[K+].[K+]>CN(C=O)C>[Cl:1][C:2]1[CH:3]=[C:4]([CH:19]=[CH:20][C:21]=1[F:22])[NH:5][C:6]1[C:15]2[C:10](=[CH:11][C:12]([O:17][CH3:18])=[C:13]([O:16][CH2:31][CH2:30][CH2:29][N:24]3[CH2:28][CH2:27][CH2:26][CH2:25]3)[CH:14]=2)[N:9]=[CH:8][N:7]=1 |f:1.2,3.4.5|. Reported procedure: A mixture of 4-(3'-chloro-4'-fluoroanilino)-6-hydroxy-7-methoxyquinazoline (1.28 g), 3-(pyrrolidin-1-yl)propyl chloride hydrochloride (Chem. Abs., 82, 57736; 1.5 g), potassium carbonate (2.8 g) and DMF (20 ml) was stirred and heated to 80° C. for 5 hours. The mixture was cooled to ambient temperature and partitioned between ethyl acetate and water. The organic phase was washed with water, dried (MgSO4) and evaporated. The residue was purified by column chromatography using a 20:3 mixture of meth...